Dataset: the Open Reaction Database (ORD), a public repository of structured organic reaction records. Task: describe an organic reaction: reactants, conditions, products, and yield The solvent is N1=CC=CC=C1 (pyridine). The product is FC(C=1C=C(C=CC1)C1=NOC(=N1)CN1N=CC(=C1)C(=O)OCC)(F)F (ethyl 1-({3-[3-(trifluoromethyl)phenyl]-1,2,4-oxadiazol-5-yl}methyl)-1H-pyrazole-4-carboxylate). Starting materials: ClC(CN1N=CC(=C1)C(=O)OCC)=O (ethyl 1-(2-chloro-2-oxoethyl)-1H-pyrazole-4-carboxylate), ON=C(N)C1=CC(=CC=C1)C(F)(F)F (N′-hydroxy-3-(trifluoromethyl)benzenecarboximidamide), O (water). Procedure details: A solution of N′-hydroxy-3-(trifluoromethyl)benzenecarboximidamide (2.1 g) in pyridine (20 mL) was cooled in an ice bath, and the compound (2.3 g) obtained in Example 115c was added. The reaction mixture was stirred overnight with heating at 110-120° C. The mixture was poured into water, and the mixture was extracted with ethyl acetate. The ethyl acetate layer was separated, washed successively with 1N hydrochloric acid and saturated brine, dried over sodium sulfate, and concentrated under reduc... Reaction conditions: temperature 115 celsius, time 8 hour. Isolated yield 10.1%. Reaction SMILES: [OH:1][N:2]=[C:3]([C:5]1[CH:10]=[CH:9][CH:8]=[C:7]([C:11]([F:14])([F:13])[F:12])[CH:6]=1)[NH2:4].Cl[C:16](=O)[CH2:17][N:18]1[CH:22]=[C:21]([C:23]([O:25][CH2:26][CH3:27])=[O:24])[CH:20]=[N:19]1.O>N1C=CC=CC=1>[F:14][C:11]([F:13])([F:12])[C:7]1[CH:6]=[C:5]([C:3]2[N:4]=[C:16]([CH2:17][N:18]3[CH:22]=[C:21]([C:23]([O:25][CH2:26][CH3:27])=[O:24])[CH:20]=[N:19]3)[O:1][N:2]=2)[CH:10]=[CH:9][CH:8]=1.